This data is from the Open Reaction Database (ORD), a public repository of structured organic reaction records. The task is: describe an organic reaction: reactants, conditions, products, and yield Starting materials: CCC1(CC)OB(O)c2cc(C)ccc21, ClC(Cl)(Cl)Cl, O=C1CCC(=O)N1Br. Product: CCC1(CC)OB(O)c2cc(CBr)ccc21. RXN SMILES: [CH2:1]([CH3:2])[C:3]1([CH2:14][CH3:15])[c:4]2[c:5]([cH:9][c:10]([CH3:13])[cH:11][cH:12]2)[B:6]([OH:8])[O:7]1.[Cl:24][C:25]([Cl:26])([Cl:27])[Cl:28].[O:16]=[C:17]1[N:18]([Br:23])[C:19](=[O:20])[CH2:21][CH2:22]1>>[CH2:1]([CH3:2])[C:3]1([CH2:14][CH3:15])[c:4]2[c:5]([cH:9][c:10]([CH2:13][Br:23])[cH:11][cH:12]2)[B:6]([OH:8])[O:7]1. The reactants are ClC(C)Cl (dichloroethane), C(C)(C)(C)C=1C(=C([C-](C1)C(C)(C)C)C(C)(C)C)C(C)(C)C.[CH-]1C=CC=C1.[Fe+2] (tetra-tert-butylferrocene), BrCCCCCC(=O)Cl (6-bromohexanoyl chloride), [Al+3].[Cl-].[Cl-].[Cl-] (AlCl3), [Al+3].[Cl-].[Cl-].[Cl-] (AlCl3), CCOCC (ether), C(C)OCC (diethyl ether), Cl (hydrochloric acid), cyclopentadienyl. Reagents/catalysts: [Zn] (zinc). The solvent is O (H2O). The product is BrCCCCC(C[C-]1C(=C(C(=C1C(C)(C)C)C(C)(C)C)C(C)(C)C)C(C)(C)C)=O.[CH-]1C=CC=C1.[Fe+2] (6-bromo-1-(tetra-tert-butylferrocenyl)-2-hexanone). As a reaction SMILES: ClC(Cl)C.[C:5]([C:9]1[C:10]([C:22]([CH3:25])([CH3:24])[CH3:23])=[C:11]([C:18]([CH3:21])([CH3:20])[CH3:19])[C-:12]([C:14]([CH3:17])([CH3:16])[CH3:15])[CH:13]=1)([CH3:8])([CH3:7])[CH3:6].[CH-:26]1[CH:30]=[CH:29][CH:28]=[CH:27]1.[Fe+2:31].[Br:32][CH2:33][CH2:34][CH2:35][CH2:36][CH2:37][C:38](Cl)=O.[Al+3].[Cl-].[Cl-].[Cl-].Cl.CC[O:48]CC>[Zn].O>[Br:32][CH2:33][CH2:34][CH2:35][CH2:36][C:37](=[O:48])[CH2:38][C-:13]1[C:12]([C:14]([CH3:17])([CH3:16])[CH3:15])=[C:11]([C:18]([CH3:21])([CH3:20])[CH3:19])[C:10]([C:22]([CH3:25])([CH3:24])[CH3:23])=[C:9]1[C:5]([CH3:8])([CH3:7])[CH3:6].[CH-:26]1[CH:30]=[CH:29][CH:28]=[CH:27]1.[Fe+2:31] |f:1.2.3,5.6.7.8,13.14.15|. Procedure: First, a nitrogen purged flask was charged with 350 ml of dichloroethane, 50.0 g (122 mmol) of tetra-tert-butylferrocene (prepared according to T. Leigh, J. Am. Chem. Soc. 1964, 3294-3302), and 19.3 ml (126 mmol) of 6-bromohexanoyl chloride. Second, the solution was cooled to 0 degrees centigrade, whereupon 13.3 g (100 mmol) of AlCl3 was charged into the reaction vessel in 3 equal portions at two hour intervals. It will be understood that the freshness and/or purity of the AlCl3 can impact the d...